Dataset: the Open Reaction Database (ORD), a public repository of structured organic reaction records. Task: describe an organic reaction: reactants, conditions, products, and yield Isolated yield 144.8%. Run at time 2 hour. Starting materials: C(C)(C)(C)OC([C@@H](COC(C)(C)C)NC(=O)C=1N=C(C2=CC=CC=C2C1O)Cl)=O ((R)-3-tert-Butoxy-2-[(1-chloro-4-hydroxy-isoquinoline-3-carbonyl)-amino]-propionic acid tert-butyl ester), FC(C(=O)O)(F)F (trifluoroacetic acid). Product: ClC1=NC(=C(C2=CC=CC=C12)O)C(=O)N[C@@H](C(=O)O)CO ((R)-2-[(1-Chloro-4-hydroxy-isoquinoline-3-carbonyl)-amino]-3-hydroxy-propionic acid). As a reaction SMILES: C([O:5][C:6](=[O:29])[C@H:7]([NH:14][C:15]([C:17]1[N:18]=[C:19]([Cl:28])[C:20]2[C:25]([C:26]=1[OH:27])=[CH:24][CH:23]=[CH:22][CH:21]=2)=[O:16])[CH2:8][O:9]C(C)(C)C)(C)(C)C.FC(F)(F)C(O)=O>>[Cl:28][C:19]1[C:20]2[C:25](=[CH:24][CH:23]=[CH:22][CH:21]=2)[C:26]([OH:27])=[C:17]([C:15]([NH:14][C@H:7]([CH2:8][OH:9])[C:6]([OH:29])=[O:5])=[O:16])[N:18]=1. Reported procedure: A mixture of 27 mg (0.06 mmol) of (R)-3-tert-Butoxy-2-[(1-chloro-4-hydroxy-isoquinoline-3-carbonyl)-amino]-propionic acid tert-butyl ester and 2 ml of trifluoroacetic acid was stirred for 2 h at ambient temperature. Then the excess trifluoroacetic acid was evaporated in vacuo, the residue dissolved in 2 ml of absolute ethanol and the solution was concentrated in vacuo to give a tan solid. 27 mg of the title compound was obtained; MS-(+)-ion: M+1=310.9 amu. Starting materials: C(O)([O-])=O.[Na+] (sodium hydrogencarbonate), ClC1=CC(=CC=C1)C(=O)OO (m-chloroperbenzoic acid), ClC1=C(C(=CC(=C1)C(F)(F)F)Cl)C1=NN(C(=C1)SC)C (3-(2,6-dichloro-4-trifluoromethylphenyl)-1-methyl-5-methylsulfenylpyrazole), ClC1=C(C(=CC(=C1)C(F)(F)F)Cl)C1=NN(C(=C1)SC)C (3-(2,6-dichloro-4-trifluoromethylphenyl)-1-methyl-5-methylsulfenylpyrazole). The solvent is C(Cl)(Cl)Cl (chloroform). Product: ClC1=C(C(=CC(=C1)C(F)(F)F)Cl)C1=NN(C(=C1)S(=O)C)C (3-(2,6-dichloro-4-trifluoromethylphenyl)-1-methyl-5-methylsulfinylpyrazole). Reaction SMILES: ClC1C=CC=C(C(OO)=[O:9])C=1.[Cl:12][C:13]1[CH:18]=[C:17]([C:19]([F:22])([F:21])[F:20])[CH:16]=[C:15]([Cl:23])[C:14]=1[C:24]1[CH:28]=[C:27]([S:29][CH3:30])[N:26]([CH3:31])[N:25]=1.C(=O)([O-])O.[Na+]>C(Cl)(Cl)Cl>[Cl:23][C:15]1[CH:16]=[C:17]([C:19]([F:22])([F:21])[F:20])[CH:18]=[C:13]([Cl:12])[C:14]=1[C:24]1[CH:28]=[C:27]([S:29]([CH3:30])=[O:9])[N:26]([CH3:31])[N:25]=1 |f:2.3|. Procedure: A 0.3 g quantity of 70% m-chloroperbenzoic acid was slowly added to 0.3 g of 3-(2,6-dichloro-4-trifluoromethylphenyl)-1-methyl-5-methylsulfenylpyrazole (compound 1) in 20 ml of anhydrous chloroform at room temperature with stirring, followed by stirring for 3 hours. The reaction mixture was poured into a saturated aqueous solution of sodium hydrogencarbonate, an organic layer was then separated off, washed with 5% aqueous sodium hydroxide solution and with brine and dried over anhydrous magnesiu... Reactants: COc1nc(OC)nc([N+]2(C)CCOCC2)n1, CCC(C)Oc1nc(C(F)(F)F)ccc1C=CC(=O)O, [Cl-], Cl, Cc1cc(CN)ccc1NS(C)(=O)=O, O. Yields the product CCC(C)Oc1nc(C(F)(F)F)ccc1C=CC(=O)NCc1ccc(NS(C)(=O)=O)c(C)c1. Reaction SMILES: [CH3:18][O:19][c:20]1[n:21][c:22]([O:23][CH3:24])[n:25][c:26]([N+:27]2([CH3:28])[CH2:29][CH2:30][O:31][CH2:32][CH2:33]2)[n:34]1.[CH:35]([CH3:36])([CH2:37][CH3:38])[O:39][c:40]1[n:41][c:42]([C:51]([F:52])([F:53])[F:54])[cH:43][cH:44][c:45]1[CH:46]=[CH:47][C:48](=[O:49])[OH:50].[Cl-:17].[ClH:15].[NH2:1][CH2:2][c:3]1[cH:4][c:5]([CH3:14])[c:6]([NH:9][S:10](=[O:11])(=[O:12])[CH3:13])[cH:7][cH:8]1.[OH2:16]>>[NH:1]([CH2:2][c:3]1[cH:4][c:5]([CH3:14])[c:6]([NH:9][S:10](=[O:11])(=[O:12])[CH3:13])[cH:7][cH:8]1)[C:48]([CH:47]=[CH:46][c:45]1[c:40]([O:39][CH:35]([CH3:36])[CH2:37][CH3:38])[n:41][c:42]([C:51]([F:52])([F:53])[F:54])[cH:43][cH:44]1)=[O:49]. Starting materials: Cl.Cl.ClC=1C=C(C=CC1OCC1=C(C=CC=C1)C(F)(F)F)C1(C(CCCC1)CCN1CCN(CC1)C)O (1-(3-chloro-4-{[2-(trifluoromethyl)benzyl]oxy}phenyl)-2-(4-methylpiperazin-1-yl)ethylcyclohexanol dihydrochloride), Cl.Cl.ClC=1C=C(C=CC1OCC1=C(C=CC=C1)C(F)(F)F)C(CN1CCNCC1)C1(CCCCC1)O (1-[1-(3-chloro-4-{[2-(trifluoromethyl)benzyl]oxy}phenyl)-2-piperazin-1-ylethyl]cyclohexanol dihydrochloride). Product: Cl.Cl.ClC=1C=C(C=CC1OCC1=C(C=CC=C1)C(F)(F)F)C(CN1CCN(CC1)C)C1(CCCCC1)O (1-[1-(3-chloro-4-{[2-(trifluoromethyl)benzyl]oxy}phenyl)-2-(4-methylpiperazin-1-yl)ethyl]cyclohexanol dihydrochloride). Reaction SMILES: Cl.Cl.[Cl:3][C:4]1C=C(C2(O)CCCCC2CCN2CCN(C)CC2)C=CC=1OCC1C=CC=CC=1C(F)(F)F.Cl.Cl.[Cl:40][C:41]1[CH:42]=[C:43]([CH:59]([C:67]2([OH:73])[CH2:72][CH2:71][CH2:70][CH2:69][CH2:68]2)[CH2:60][N:61]2[CH2:66][CH2:65][NH:64][CH2:63][CH2:62]2)[CH:44]=[CH:45][C:46]=1[O:47][CH2:48][C:49]1[CH:54]=[CH:53][CH:52]=[CH:51][C:50]=1[C:55]([F:58])([F:57])[F:56]>>[ClH:3].[ClH:40].[Cl:40][C:41]1[CH:42]=[C:43]([CH:59]([C:67]2([OH:73])[CH2:72][CH2:71][CH2:70][CH2:69][CH2:68]2)[CH2:60][N:61]2[CH2:62][CH2:63][N:64]([CH3:4])[CH2:65][CH2:66]2)[CH:44]=[CH:45][C:46]=1[O:47][CH2:48][C:49]1[CH:54]=[CH:53][CH:52]=[CH:51][C:50]=1[C:55]([F:57])([F:58])[F:56] |f:0.1.2,3.4.5,6.7.8|. Procedure: In an analogous manner to Example 24, 1-[1-(3-chloro-4-{[2-(trifluoromethyl)benzyl]oxy}phenyl)-2-(4-methylpiperazin-1-yl)ethylcyclohexanol dihydrochloride was prepared from 1-[1-(3-chloro-4-{[2-(trifluoromethyl)benzyl]oxy}phenyl)-2-piperazin-1-ylethyl]cyclohexanol dihydrochloride (See Example 421). MS (ESI) m/z 511; HRMS: calcd for C27H34ClF3N2O2+H+, 511.23336; found (ESI, [M+H]+), 511.2314. The reactants are O1CCC(C2=CC=CC=C12)=O (chroman-4-one), C(C)(C)(C)C1=CC=C2C(CCOC2=C1)=O (7-tert-Butyl-chroman-4-one), N (NH3). Product: CON=C1CCOC2=CC=CC=C12 (Chroman-4-one O-methyl-oxime). Reaction SMILES: [O:1]1[C:10]2[C:5](=[CH:6][CH:7]=[CH:8][CH:9]=2)[C:4](=O)[CH2:3][CH2:2]1.C(C1C=C2C([C:20](=[O:26])CCO2)=CC=1)(C)(C)C.[NH3:27]>>[CH3:20][O:26][N:27]=[C:4]1[C:5]2[C:10](=[CH:9][CH:8]=[CH:7][CH:6]=2)[O:1][CH2:2][CH2:3]1. Reported procedure: The title compound was prepared using the procedure as described in Example 1B, substituting chroman-4-one for the product of Example 1A. 1H NMR (300 MHz, d6-DMSO) δ 7.79 (dd, J=1.0 and 7.5 Hz, 1H), 7.28 (m, 1H), 6.90 (m, 2H), 4.18 (t, J 6.0 Hz, 2H), 3.90 (s, 3H, minor), 3.88 (s, 3H, major), 2.82 (t, J 6.0 Hz, 2H). MS (DCI/NH3) m/e 178 (M+H)+. Yields the product CC(C)(CCl)COc1cc(Cl)ncn1. Starting materials: [Cl-], Clc1cc(Cl)ncn1, CC(C)(CO)CCl, [H-], [NH4+], [Na+], C1CCOC1. RXN SMILES: [Cl-:18].[Cl:10][c:11]1[n:12][cH:13][n:14][c:15]([Cl:17])[cH:16]1.[Cl:3][CH2:4][C:5]([CH2:6][OH:7])([CH3:8])[CH3:9].[H-:1].[NH4+:19].[Na+:2].[O:20]1[CH2:21][CH2:22][CH2:23][CH2:24]1>>[Cl:3][CH2:4][C:5]([CH2:6][O:7][c:15]1[n:14][cH:13][n:12][c:11]([Cl:10])[cH:16]1)([CH3:8])[CH3:9]. Starting materials: CC1=C(C=CC=2C(OCC21)=O)CC=C (4-methyl-5-prop-2-en-1-yl-2-benzofuran-1(3H)-one), C[N+]1(CCOCC1)[O-] (NMO), CC(=O)C (acetone). Reagents/catalysts: O=[Os](=O)(=O)=O (OsO4). The solvent is O (water), O (water). Conditions: temperature 25 celsius, time 18 hour. The product is OC(CC=1C(=C2COC(C2=CC1)=O)C)CO (5-(2,3-dihydroxypropyl)-4-methylisobenzofuran-1(3H)-one). As a reaction SMILES: [CH3:1][C:2]1[C:10]2[CH2:9][O:8][C:7](=[O:11])[C:6]=2[CH:5]=[CH:4][C:3]=1CC=C.C[N+]1([O-])CC[O:19]CC1.[CH3:23][C:24]([CH3:26])=[O:25]>O.O=[Os](=O)(=O)=O>[OH:25][CH:24]([CH2:26][OH:19])[CH2:23][C:3]1[C:2]([CH3:1])=[C:10]2[C:6](=[CH:5][CH:4]=1)[C:7](=[O:11])[O:8][CH2:9]2. Reported procedure: To a solution of 4-methyl-5-prop-2-en-1-yl-2-benzofuran-1(3H)-one (see step A for 1-3), (2.00 g, 10.6 mmol) in acetone (30 mL) and water (10 mL) was added OsO4 (0.27 g, 1.06 mmol) and NMO (6.70 g, 11.7 mmol), the solution was stirred at 25° C. for 18 h. The reaction mixture was diluted with water (30 mL) and the aqueous layer was extracted with CH2Cl2 (3×40 mL). The organic layers were combined, washed with brine (2×40 mL), dried with MgSO4, filtered and concentrated. The residue was purified by... Reaction SMILES: [Cl:41][CH2:42][Cl:43].[NH2:8][c:9]1[n:10][c:11]2[cH:12][c:13]([O:33][CH2:34][c:35]3[cH:36][cH:37][cH:38][cH:39][cH:40]3)[cH:14][cH:15][c:16]2[c:17]2[c:18]1[n:19][c:20]1[n:21]2[CH2:22][CH2:23][N:24]([C:26]([O:27][C:28]([CH3:29])([CH3:30])[CH3:31])=[O:32])[CH2:25]1.[OH:1][C:2]([C:3]([F:4])([F:5])[F:6])=[O:7]>>[NH2:8][c:9]1[n:10][c:11]2[cH:12][c:13]([O:33][CH2:34][c:35]3[cH:36][cH:37][cH:38][cH:39][cH:40]3)[cH:14][cH:15][c:16]2[c:17]2[c:18]1[n:19][c:20]1[n:21]2[CH2:22][CH2:23][NH:24][CH2:25]1. The product is Nc1nc2cc(OCc3ccccc3)ccc2c2c1nc1n2CCNC1. The reactants are ClCCl, CC(C)(C)OC(=O)N1CCn2c(nc3c(N)nc4cc(OCc5ccccc5)ccc4c32)C1, O=C(O)C(F)(F)F.